From a dataset of the Open Reaction Database (ORD), a public repository of structured organic reaction records. describe an organic reaction: reactants, conditions, products, and yield Starting materials: O=C(Cl)c1ccccc1, CC(C)=O, COc1ccc2ncccc2c1N, [NH4+], N#C[S-]. Product: COc1ccc2ncccc2c1NC(N)=S. Reaction SMILES: [C:5]([Cl:6])(=[O:7])[c:8]1[cH:9][cH:10][cH:11][cH:12][cH:13]1.[CH3:27][C:28](=[O:29])[CH3:30].[NH2:14][c:15]1[c:16]2[cH:17][cH:18][cH:19][n:20][c:21]2[cH:22][cH:23][c:24]1[O:25][CH3:26].[NH4+:4].[S-:1][C:2]#[N:3]>>[S:1]=[C:2]([NH2:3])[NH:14][c:15]1[c:16]2[cH:17][cH:18][cH:19][n:20][c:21]2[cH:22][cH:23][c:24]1[O:25][CH3:26]. Reactants: B, CSC, CO, COC(=O)C1CCC(C(=O)O)CC1, C1CCOC1. The product is COC(=O)C1CCC(CO)CC1. RXN SMILES: [BH3:17].[CH3:14][S:15][CH3:16].[CH3:18][OH:19].[CH3:1][O:2][C:3](=[O:4])[CH:5]1[CH2:6][CH2:7][CH:8]([C:11](=[O:12])[OH:13])[CH2:9][CH2:10]1.[O:20]1[CH2:21][CH2:22][CH2:23][CH2:24]1>>[CH3:1][O:2][C:3](=[O:4])[CH:5]1[CH2:6][CH2:7][CH:8]([CH2:11][OH:12])[CH2:9][CH2:10]1.